This data is from the Open Reaction Database (ORD), a public repository of structured organic reaction records. The task is: describe an organic reaction: reactants, conditions, products, and yield Reactants: Cl.N(C(=N)N)C1=CC=C(C(=O)Cl)C=C1 (4-Carbamimidamidobenzoyl chloride hydrochloride), C(C)(C)(C)OC(CC1(CC(=NO1)C1=C(C=CC(=C1)O)C1CCN(CC1)C(CCC(=O)OC(C)(C)C)=O)CC(OC(C)(C)C)=O)=O (tert-butyl 4-(4-(2-(5,5-bis(2-tert-butoxy-2-oxoethyl)-4,5-dihydro-1,2-oxazol-3-yl)-4-hydroxyphenyl)piperidin-1-yl)-4-oxobutanoate), N1=CC=CC=C1 (pyridine), CN1CCCC1=O (NMP), Cl.N(C(=N)N)C1=CC=C(C(=O)Cl)C=C1 (4-carbamimidamidobenzoyl chloride hydrochloride), Cl.N(C(=N)N)C1=CC=C(C(=O)Cl)C=C1 (4-carbamimidamidobenzoyl chloride hydrochloride), Cl.N(C(=N)N)C1=CC=C(C(=O)Cl)C=C1 (4-carbamimidamidobenzoyl chloride hydrochloride), Cl.N(C(=N)N)C1=CC=C(C(=O)Cl)C=C1 (4-carbamimidamidobenzoyl chloride hydrochloride). Run in C(C)#N (acetonitrile). Conditions: time 10 minute. The product is N(C(=N)N)C1=CC=C(C(=O)OC2=CC(=C(C=C2)C2CCN(CC2)C(CCC(=O)OC(C)(C)C)=O)C2=NOC(C2)(CC(OC(C)(C)C)=O)CC(=O)OC(C)(C)C)C=C1 (3-(5,5-Bis(2-tert-butoxy-2-oxoethyl)-4,5-dihydro-1,2-oxazol-3-yl)-4-(1-(4-tert-butoxy-4-oxobutanoyl)piperidin-4-yl)phenyl 4-carbamimidamidobenzoate). Yield: 66.5%. Reaction SMILES: Cl.[NH:2]([C:6]1[CH:14]=[CH:13][C:9]([C:10](Cl)=[O:11])=[CH:8][CH:7]=1)[C:3]([NH2:5])=[NH:4].[C:15]([O:19][C:20](=[O:59])[CH2:21][C:22]1([CH2:51][C:52](=[O:58])[O:53][C:54]([CH3:57])([CH3:56])[CH3:55])[O:26][N:25]=[C:24]([C:27]2[CH:32]=[C:31]([OH:33])[CH:30]=[CH:29][C:28]=2[CH:34]2[CH2:39][CH2:38][N:37]([C:40](=[O:50])[CH2:41][CH2:42][C:43]([O:45][C:46]([CH3:49])([CH3:48])[CH3:47])=[O:44])[CH2:36][CH2:35]2)[CH2:23]1)([CH3:18])([CH3:17])[CH3:16].N1C=CC=CC=1.CN1C(=O)CCC1>C(#N)C>[NH:2]([C:6]1[CH:14]=[CH:13][C:9]([C:10]([O:33][C:31]2[CH:30]=[CH:29][C:28]([CH:34]3[CH2:35][CH2:36][N:37]([C:40](=[O:50])[CH2:41][CH2:42][C:43]([O:45][C:46]([CH3:47])([CH3:48])[CH3:49])=[O:44])[CH2:38][CH2:39]3)=[C:27]([C:24]3[CH2:23][C:22]([CH2:51][C:52]([O:53][C:54]([CH3:57])([CH3:56])[CH3:55])=[O:58])([CH2:21][C:20](=[O:59])[O:19][C:15]([CH3:17])([CH3:18])[CH3:16])[O:26][N:25]=3)[CH:32]=2)=[O:11])=[CH:8][CH:7]=1)[C:3]([NH2:5])=[NH:4] |f:0.1|. Procedure: 4-Carbamimidamidobenzoyl chloride hydrochloride (12.99 mg) was added to a mixture of tert-butyl 4-(4-(2-(5,5-bis(2-tert-butoxy-2-oxoethyl)-4,5-dihydro-1,2-oxazol-3-yl)-4-hydroxyphenyl)piperidin-1-yl)-4-oxobutanoate (35.0 mg), pyridine (0.1 mL), and NMP (0.1 mL) at 50 C, and the obtained mixture was stirred at 50 C for 10 minutes. Further, 4-carbamimidamidobenzoyl chloride hydrochloride (12.99 mg) was added thereto, and the obtained mixture was stirred at 50 C for 10 minutes. Further, 4-carbamimi... Reactants: C(C(C)C)(=O)NC(CC(=O)OCC)C(=O)C=1OC=CC1 (ethyl 3-isobutyrylamino-3-(2-furylcarbonyl)propionate), P(=O)(Cl)(Cl)Cl (phosphorus oxychloride). Solvent: C(Cl)(Cl)Cl (chloroform). Product: C(C)(C)C=1OC(=C(N1)CC(=O)OCC)C=1OC=CC1 (ethyl 2-[2-isopropyl-5-(2-furyl)-4-oxazolyl]acetate). The yield is 89.0%. RXN SMILES: [C:1]([NH:6][CH:7]([C:14]([C:16]1[O:17][CH:18]=[CH:19][CH:20]=1)=[O:15])[CH2:8][C:9]([O:11][CH2:12][CH3:13])=[O:10])(=O)[CH:2]([CH3:4])[CH3:3].P(Cl)(Cl)(Cl)=O>C(Cl)(Cl)Cl>[CH:2]([C:1]1[O:15][C:14]([C:16]2[O:17][CH:18]=[CH:19][CH:20]=2)=[C:7]([CH2:8][C:9]([O:11][CH2:12][CH3:13])=[O:10])[N:6]=1)([CH3:4])[CH3:3]. Procedure details: 12.0 g of ethyl 3-isobutyrylamino-3-(2-furylcarbonyl)propionate, 60 ml of chloroform and 32.7 g of phosphorus oxychloride are treated in the same manner as described in Example 2. 10.0 g of ethyl 2-[2-isopropyl-5-(2-furyl)-4-oxazolyl]acetate are thereby obtained as an oil. Yield: 89.2% Reactants: CC(C)(C#C)O (2-methyl-3-butin-2-ol), COC(=C)C (isopropenyl methyl ether), CC(=O)[O-].[Na+] (NaOAc). The reagents and catalysts are CS(=O)(=O)O (methanesulfonic acid), C1(O)=CC=C(O)C=C1 (hydroquinone). The solvent is CCCCCCC (n-heptane). The product is CC(=C=CCC(C)=O)C (6-methyl-4,5-heptadien-2-one). Yield: 88.3%. RXN SMILES: [CH3:1][C:2](O)([C:4]#[CH:5])[CH3:3].C[O:8][C:9]([CH3:11])=[CH2:10].CC([O-])=O.[Na+]>C1(C=CC(O)=CC=1)O.CS(O)(=O)=O.CCCCCCC>[CH3:1][C:2]([CH3:3])=[C:4]=[CH:5][CH2:8][C:9](=[O:10])[CH3:11] |f:2.3|. Procedure details: 21.1 g 2-methyl-3-butin-2-ol, 54.1 g isopropenyl methyl ether, 0.05 g hydroquinone and 100 mL n-heptane were initially introduced into a 500 ml flask. 20.7 mg methanesulfonic acid were added, while stirring. The reaction mixture was stirred under reflux for 6.5 hours. After cooling, it was neutralized with 2 ml methanolic NaOAc solution (10 g/1) and evaporated. After distillation in vacuo, 27.5 g 6-methyl-4,5-heptadien-2-one were obtained, corresponding to a yield of 89%. The reactants are CO, Cc1cc2nc(NC(=O)c3ccc(C(C)(C)O)cc3)cc(Cl)n2n1, [Na+], O=C([O-])O, OB(O)c1ccc2c(c1)OCCCO2. Product: Cc1cc2nc(NC(=O)c3ccc(C(C)(C)O)cc3)cc(-c3ccc4c(c3)OCCCO4)n2n1. Reaction SMILES: [CH3:44][OH:45].[Cl:1][c:2]1[cH:3][c:4]([NH:12][C:13]([c:14]2[cH:15][cH:16][c:17]([C:20]([CH3:21])([CH3:22])[OH:23])[cH:18][cH:19]2)=[O:24])[n:5][c:6]2[n:7]1[n:8][c:9]([CH3:11])[cH:10]2.[Na+:43].[O-:39][C:40]([OH:41])=[O:42].[O:25]1[c:26]2[c:27]([cH:32][c:33]([B:36]([OH:37])[OH:38])[cH:34][cH:35]2)[O:28][CH2:29][CH2:30][CH2:31]1>>[c:2]1(-[c:33]2[cH:32][c:27]3[c:26]([cH:35][cH:34]2)[O:25][CH2:31][CH2:30][CH2:29][O:28]3)[cH:3][c:4]([NH:12][C:13]([c:14]2[cH:15][cH:16][c:17]([C:20]([CH3:21])([CH3:22])[OH:23])[cH:18][cH:19]2)=[O:24])[n:5][c:6]2[n:7]1[n:8][c:9]([CH3:11])[cH:10]2. Starting materials: C1CCOC1, IC(I)I, CC(C)(C)ON=O, Nc1ccc2c(c1)CCCNC2=O. Yields the product O=C1NCCCc2cc(I)ccc21. As a reaction SMILES: [CH2:25]1[O:26][CH2:27][CH2:28][CH2:29]1.[I:14][CH:15]([I:16])[I:17].[N:18]([O:19][C:20]([CH3:21])([CH3:22])[CH3:23])=[O:24].[NH2:1][c:2]1[cH:3][cH:4][c:5]2[c:6]([cH:13]1)[CH2:7][CH2:8][CH2:9][NH:10][C:11]2=[O:12]>>[c:2]1([I:14])[cH:3][cH:4][c:5]2[c:6]([cH:13]1)[CH2:7][CH2:8][CH2:9][NH:10][C:11]2=[O:12]. Reactants: ClC=1C=C(CCl)C=CC1Cl (3,4-dichlorobenzyl chloride), [N-]=[N+]=[N-].[Na+] (sodium azide). Run in C(C)O (ethanol). Product: ClC=1C=C(CN=[N+]=[N-])C=CC1Cl (3,4-dichlorobenzyl azide). Reaction SMILES: [Cl:1][C:2]1[CH:3]=[C:4]([CH:7]=[CH:8][C:9]=1[Cl:10])[CH2:5]Cl.[N-:11]=[N+:12]=[N-:13].[Na+]>C(O)C>[Cl:1][C:2]1[CH:3]=[C:4]([CH:7]=[CH:8][C:9]=1[Cl:10])[CH2:5][N:11]=[N+:12]=[N-:13] |f:1.2|. Reported procedure: A stirred mixture of 3,4-dichlorobenzyl chloride (12.6 g, 64.5 mmol) and sodium azide (7.0 g, 0.11 mole) in absolute ethanol (70 ml) was refluxed for 4.75 hours, cooled and filtered to provide a solution of 3,4-dichlorobenzyl azide. Separately, 2-cyanoacetamide (5.5 g, 65 mmol) was added to a 35° C. solution of sodium (1.5 g, 65 mmol) in absolute ethanol (125 ml), and to the resulting suspension was added the above azide solution dropwise over 10 minutes. The combined mixtures were refluxed for ... The reactants are O(C1=CC=CC=C1)CC(=O)NC1[C@@H]2N(C(=C(CS2)C=CC2=C(N=CS2)C)C(=O)OC(C2=CC=CC=C2)C2=CC=CC=C2)C1=O (Benzhydryl 7-(phenoxyacetamido)-3-[2-(4-methylthiazol-5-yl)vinyl]-3-cephem-4-carboxylate), C(C)(C)OC(C)C (isopropyl ether), C(C)(C)OC(C)C (isopropyl ether). Solvent: C1(=CC=CC=C1)OC (anisole), FC(C(=O)O)(F)F (trifluoroacetic acid). Run at time 1 hour. The product is O(C1=CC=CC=C1)CC(=O)NC1[C@@H]2N(C(=C(CS2)C=CC2=C(N=CS2)C)C(=O)O)C1=O (7-(Phenoxyacetamido)-3-[2-(4-methylthiazol-5-yl)vinyl]-3-cephem-4-carboxylic acid). Isolated yield 96.3%. Reaction SMILES: [O:1]([CH2:8][C:9]([NH:11][CH:12]1[C:43](=[O:44])[N:14]2[C:15]([C:27]([O:29]C(C3C=CC=CC=3)C3C=CC=CC=3)=[O:28])=[C:16]([CH:19]=[CH:20][C:21]3[S:25][CH:24]=[N:23][C:22]=3[CH3:26])[CH2:17][S:18][C@H:13]12)=[O:10])[C:2]1[CH:7]=[CH:6][CH:5]=[CH:4][CH:3]=1.C(OC(C)C)(C)C>C1(OC)C=CC=CC=1.FC(F)(F)C(O)=O>[O:1]([CH2:8][C:9]([NH:11][CH:12]1[C:43](=[O:44])[N:14]2[C:15]([C:27]([OH:29])=[O:28])=[C:16]([CH:19]=[CH:20][C:21]3[S:25][CH:24]=[N:23][C:22]=3[CH3:26])[CH2:17][S:18][C@H:13]12)=[O:10])[C:2]1[CH:7]=[CH:6][CH:5]=[CH:4][CH:3]=1. Procedure details: Benzhydryl 7-(phenoxyacetamido)-3-[2-(4-methylthiazol-5-yl)vinyl]-3-cephem-4-carboxylate (0.725 g) was dissolved in anisole (2 ml), to which trifluoroacetic acid (7 ml) was added under ice-cooling. The mixture was stirred for 1 hour under ice-cooling. The reaction mixture was concentrated under reduced pressure to give a syrup, whcih was then solidified by addition of isopropyl ether thereto. The solid obtained was pulverized and was mixed with isopropyl ether for the washing purpose, and the mi... Reported procedure: A mixture of 99 g (0.73 mol) of 4-isopropylaniline (Acros) and 300 ml of acetic acid was refluxed for 1 h; then, 75 g of acetic anhydride was added dropwise while vigorously stirring. The resulting solution was cooled to 50° C., and 37.4 ml of bromine was added dropwise, while vigorously stirring, over ca. 30 min. Then, 370 ml of 12 M HCl was added and this mixture was refluxed until a precipitate was formed. This precipitate was separated, washed with 2×150 ml of methyl-tert-butyl ether, and dr... RXN SMILES: [CH:1]([C:4]1[CH:10]=[CH:9][C:7]([NH2:8])=[CH:6][CH:5]=1)([CH3:3])[CH3:2].C(OC(=O)C)(=O)C.[Br:18]Br.Cl.[OH-].[K+]>O.C(O)(=O)C>[Br:18][C:6]1[CH:5]=[C:4]([CH:1]([CH3:3])[CH3:2])[CH:10]=[CH:9][C:7]=1[NH2:8] |f:4.5|. Conditions: temperature 50 celsius. Product: BrC1=C(N)C=CC(=C1)C(C)C (2-Bromo-4-isopropylaniline). Run in O (water), C(C)(=O)O (acetic acid). Reactants: [OH-].[K+] (KOH), Cl (HCl), C(C)(C)C1=CC=C(N)C=C1 (4-isopropylaniline), BrBr (bromine), C(C)(=O)OC(C)=O (acetic anhydride). Reactants: C([C@H]([C@@H](CS)O)O)S (DTT), C(C(=O)C)(=O)[O-] (pyruvate), N(=[N+]=[N-])C[C@@H]1[C@H]([C@@H]([C@@H](C(O)O1)NC(C)=O)O)O (6-azido-6-deoxy-N-acetylmannosamine), OC(=O)C1(O)C[C@H](O)[C@@H](NC(=O)C)[C@@H](O1)[C@H](O)[C@H](O)CO (NeuAc). Run in P(=O)([O-])([O-])[O-].[K+].[K+].[K+] (potassium phosphate). Yields the product N(=[N+]=[N-])C[C@H]([C@H]([C@H]1[C@@H]([C@H](CC(C(O)=O)(O)O1)O)NC(C)=O)O)O (9-Azido-9-deoxy-N-acetylneuraminic acid). The yield is 84.0%. RXN SMILES: C(S)[C@@H](O)[C@H](O)CS.[C:9]([O-:14])(=[O:13])[C:10]([CH3:12])=[O:11].[N:15]([CH2:18][C@H:19]1[O:25][CH:23]([OH:24])[C@@H:22]([NH:26][C:27](=[O:29])[CH3:28])[C@@H:21]([OH:30])[C@@H:20]1[OH:31])=[N+:16]=[N-:17].OC(C1(O[C@@H]([C@@H]([C@@H](CO)O)O)[C@H](NC(C)=O)[C@@H](O)C1)O)=O>P([O-])([O-])([O-])=O.[K+].[K+].[K+]>[N:15]([CH2:18][C@@H:19]([OH:25])[C@@H:20]([OH:31])[C@@H:21]1[O:30][C:10]([OH:11])([C:9](=[O:14])[OH:13])[CH2:12][C@H:23]([OH:24])[C@H:22]1[NH:26][C:27](=[O:29])[CH3:28])=[N+:16]=[N-:17] |f:4.5.6.7|. Procedure: In a 10 mL of 0.1M potassium phosphate buffer (pH 7.5) containing 10 mM DTT and 0.5M pyruvate were dissolved 50 mg of 6-azido-6-deoxy-N-acetylmannosamine and 1.5 mg of NeuAc aldolase. The starting material was consumed in 14 hours. The solution was lyophilized and the purification was carried out with Bio Gel P-2 gel filtration (3×90 cm) chromatography with a flow rate of 6 mL/40 minutes, at 4° C. The fractions containing the product were pooled and freezed dry to give Compound 203 in 84 percent...